This data is from the Open Reaction Database (ORD), a public repository of structured organic reaction records. The task is: describe an organic reaction: reactants, conditions, products, and yield Reactants: C1(=CC=CC=C1)C=1N=C(OC1C1=CC=CC=C1)[C@H]1OC1 ((2S)-2-(4,5-diphenyloxazol-2-yl)oxirane), C(=C)[Mg]Cl (vinylmagnesium chloride). The reagents and catalysts are [Cu]I (CuI). Solvent: C1CCOC1 (THF), C1CCOC1 (THF). Reaction conditions: time 1 hour. Product: C1(=CC=CC=C1)C=1N=C(OC1C1=CC=CC=C1)[C@H](CC=C)O ((4S)-4-(4,5-diphenyloxazol-2-yl)-4-hydroxy-1-butene). Reaction SMILES: [C:1]1([C:7]2[N:8]=[C:9]([C@@H:18]3[CH2:20][O:19]3)[O:10][C:11]=2[C:12]2[CH:17]=[CH:16][CH:15]=[CH:14][CH:13]=2)[CH:6]=[CH:5][CH:4]=[CH:3][CH:2]=1.[CH:21]([Mg]Cl)=[CH2:22]>C1COCC1.[Cu]I>[C:1]1([C:7]2[N:8]=[C:9]([C@@H:18]([OH:19])[CH2:20][CH:21]=[CH2:22])[O:10][C:11]=2[C:12]2[CH:17]=[CH:16][CH:15]=[CH:14][CH:13]=2)[CH:6]=[CH:5][CH:4]=[CH:3][CH:2]=1. Procedure: To a solution of (2S)-2-(4,5-diphenyloxazol-2-yl)oxirane (12 g) and CuI (0.19 g) in THF (240 ml) was dropwise added a solution of vinylmagnesium chloride in THF (1.0M solution, 101 ml) at −78° C. under N2. The mixture was stirred for 1 hour at room temperature and partitioned between ethyl acetate and water. The organic layer was washed with 1N-HCl, water, sat. NaHCO3 and brine. The dried solvent was evaporated in vacuo and the residue was purified by chromatography on silica gel to give (4S)-4-... Reactants: C(C1=CC=CC=C1)OC1=C(C(=NC2=CC=CC=C12)CNCCCCCCC)C (N-{[4-(benzyloxy)-3-methylquinolin-2-yl]methyl}heptane-1-amine), C(C)(=O)OC(C)=O (acetic anhydride). Solvent: N1=CC=CC=C1 (pyridine). Reaction conditions: time 24 hour. The product is C(C1=CC=CC=C1)OC1=C(C(=NC2=CC=CC=C12)CN(C(C)=O)CCCCCCC)C (N-{[4-(benzyloxy)-3-methylquinolin-2-yl]methyl}-N-heptylacetamide). Reaction SMILES: [CH2:1]([O:8][C:9]1[C:18]2[C:13](=[CH:14][CH:15]=[CH:16][CH:17]=2)[N:12]=[C:11]([CH2:19][NH:20][CH2:21][CH2:22][CH2:23][CH2:24][CH2:25][CH2:26][CH3:27])[C:10]=1[CH3:28])[C:2]1[CH:7]=[CH:6][CH:5]=[CH:4][CH:3]=1.[C:29](OC(=O)C)(=[O:31])[CH3:30]>N1C=CC=CC=1>[CH2:1]([O:8][C:9]1[C:18]2[C:13](=[CH:14][CH:15]=[CH:16][CH:17]=2)[N:12]=[C:11]([CH2:19][N:20]([CH2:21][CH2:22][CH2:23][CH2:24][CH2:25][CH2:26][CH3:27])[C:29](=[O:31])[CH3:30])[C:10]=1[CH3:28])[C:2]1[CH:3]=[CH:4][CH:5]=[CH:6][CH:7]=1. Procedure details: To a solution of N-{[4-(benzyloxy)-3-methylquinolin-2-yl]methyl}heptane-1-amine (153 mg) in pyridine (5 mL) was added acetic anhydride (0.06 mL), followed by stirring at room temperature for 24 hours. The reaction mixture was concentrated under reduced pressure, and water (10 mL) and 1M hydrochloric acid (10 mL) were added to the residue, followed by extraction with ethyl acetate (50 mL). The organic layer was washed sequentially with water and saturated brine, and dried over anhydrous magnesium... The reactants are Cc1cccc(C(=O)Nc2ccc3c(c2)CC(NC(=O)OC(C)(C)C)C3)c1-c1ccc(C(F)(F)F)cc1, O=CO. The product is Cc1cccc(C(=O)Nc2ccc3c(c2)CC(N)C3)c1-c1ccc(C(F)(F)F)cc1. Reaction SMILES: [C:1]([O:2][C:3](=[O:4])[NH:7][CH:8]1[CH2:9][c:10]2[cH:11][cH:12][c:13]([NH:17][C:18](=[O:19])[c:20]3[c:21](-[c:27]4[cH:28][cH:29][c:30]([C:33]([F:34])([F:35])[F:36])[cH:31][cH:32]4)[c:22]([CH3:26])[cH:23][cH:24][cH:25]3)[cH:14][c:15]2[CH2:16]1)([CH3:5])([CH3:6])[CH3:37].[CH:38]([OH:39])=[O:40]>>[NH2:7][CH:8]1[CH2:9][c:10]2[cH:11][cH:12][c:13]([NH:17][C:18](=[O:19])[c:20]3[c:21](-[c:27]4[cH:28][cH:29][c:30]([C:33]([F:34])([F:35])[F:36])[cH:31][cH:32]4)[c:22]([CH3:26])[cH:23][cH:24][cH:25]3)[cH:14][c:15]2[CH2:16]1. Starting materials: IC1=CC(=CC=2CCOC21)[N+](=O)[O-] (2,3-Dihydro-7-iodo-5-nitrobenzofuran), N1=CC(=CC=C1)B(O)O (3-pyridylboronic acid), C([O-])([O-])=O.[Na+].[Na+] (sodium carbonate), tetrakis triphenylphosphine palladium (0). Run in COCCOC (1,2-dimethoxyethane), O (water). Product: [N+](=O)([O-])C=1C=C(C2=C(CCO2)C1)C=1C=NC=CC1 (2,3-Dihydro-5-nitro-7-(pyrid-3-yl)benzofuran). Isolated yield 30.2%. RXN SMILES: I[C:2]1[C:10]2[O:9][CH2:8][CH2:7][C:6]=2[CH:5]=[C:4]([N+:11]([O-:13])=[O:12])[CH:3]=1.[N:14]1[CH:19]=[CH:18][CH:17]=[C:16](B(O)O)[CH:15]=1.C(=O)([O-])[O-].[Na+].[Na+]>COCCOC.O>[N+:11]([C:4]1[CH:3]=[C:2]([C:16]2[CH:15]=[N:14][CH:19]=[CH:18][CH:17]=2)[C:10]2[O:9][CH2:8][CH2:7][C:6]=2[CH:5]=1)([O-:13])=[O:12] |f:2.3.4|. Procedure details: 2,3-Dihydro-7-iodo-5-nitrobenzofuran (0.76 g, 0.0026 mole) and 3-pyridylboronic acid (0.32 g, 0.0026 mole) in 50% aqueous 1,2-dimethoxyethane (50 ml) were treated under argon with sodium carbonate (1.17 g, 0.011 mole) and tetrakis triphenylphosphine palladium (0) (0.06 g, 0.000052 mole) and heated under reflux for 18 hours. The mixture was allowed to cool to ambient temperature, diluted with deionised water, extracted into ethyl acetate, dried (Na2SO4) and evaporated in vacuo. The residue was pu... Starting materials: CC(C)(C)OC(=O)N1CCCC1COc1cc([N+](=O)[O-])cc(C(F)(F)F)c1, ClCCl, O=C(O)C(F)(F)F. The product is O=[N+]([O-])c1cc(OCC2CCCN2)cc(C(F)(F)F)c1. RXN SMILES: [C:1]([O:2][C:3]([CH3:4])([CH3:5])[CH3:6])(=[O:7])[N:8]1[CH:9]([CH2:13][O:14][c:15]2[cH:16][c:17]([N+:25](=[O:26])[O-:27])[cH:18][c:19]([C:21]([F:22])([F:23])[F:24])[cH:20]2)[CH2:10][CH2:11][CH2:12]1.[Cl:35][CH2:36][Cl:37].[F:28][C:29]([F:30])([F:31])[C:32]([OH:33])=[O:34]>>[NH:8]1[CH:9]([CH2:13][O:14][c:15]2[cH:16][c:17]([N+:25](=[O:26])[O-:27])[cH:18][c:19]([C:21]([F:22])([F:23])[F:24])[cH:20]2)[CH2:10][CH2:11][CH2:12]1. Reactants: ClCC(=O)O (Chloroacetic acid), [OH-].[Na+] (sodium hydroxide), S(=O)(O)[O-].[Na+] (sodium hydrogensulfite), C([O-])(O)=O.[Na+] (sodium bicarbonate), C(C)(=O)N1CCC(CC1)CC1=CC=C(C=C1)S(=O)(=O)Cl (4-[(1-acetyl-4-piperidinyl)methyl]benzenesulfonyl chloride), Cl (Hydrochloric acid). Run in O (water). The product is C(C)(=O)N1CCC(CC1)CC1=CC=C(C=C1)S(=O)(=O)C (1-Acetyl-4-[4-(methylsulfonyl)benzyl]piperidine). The yield is 81.7%. RXN SMILES: S([O-])(O)=O.[Na+].[C:6](=O)(O)[O-].[Na+].[C:11]([N:14]1[CH2:19][CH2:18][CH:17]([CH2:20][C:21]2[CH:26]=[CH:25][C:24]([S:27](Cl)(=[O:29])=[O:28])=[CH:23][CH:22]=2)[CH2:16][CH2:15]1)(=[O:13])[CH3:12].ClCC(O)=O.[OH-].[Na+].Cl>O>[C:11]([N:14]1[CH2:19][CH2:18][CH:17]([CH2:20][C:21]2[CH:26]=[CH:25][C:24]([S:27]([CH3:6])(=[O:29])=[O:28])=[CH:23][CH:22]=2)[CH2:16][CH2:15]1)(=[O:13])[CH3:12] |f:0.1,2.3,6.7|. Reported procedure: To a solution of sodium hydrogensulfite (4.57 g) and sodium bicarbonate (6.10 g) in water (40 mL) was added 4-[(1-acetyl-4-piperidinyl)methyl]benzenesulfonyl chloride (11.46 g) at 75° C. under stirring, and the mixture was stirred at 75° C. for an hour. Chloroacetic acid (5.14 g) and an aqueous solution of 50% sodium hydroxide (4.4 mL) was added to the reaction solution and stirred for 20 hours under reflux with heat. 1N Hydrochloric acid (20 ml) was added to the reaction mixture at 0° C., and t... Product: CC=1C(S[C@H]2N(C1C(=O)OCC(Cl)(Cl)Cl)C(C2(OC2=CC=CC=C2)OC)=O)NC(C)=O (2,2,2-trichloroethyl 3-methyl-7-methoxy-7-phenoxy-acetamido-3-cephem-4-carboxylate). RXN SMILES: [CH3:1][C:2]1[CH2:3][S:4][C@@H:5]2[CH:17](NC(=O)COC3C=CC=CC=3)[C:16](=[O:29])[N:6]2[C:7]=1[C:8]([O:10][CH2:11][C:12]([Cl:15])([Cl:14])[Cl:13])=[O:9].[CH3:30][OH:31].C[Li].Cl[O:35][C:36]([CH3:39])(C)[CH3:37]>O1CCCC1>[CH3:1][C:2]1[CH:3]([NH:6][C:16](=[O:29])[CH3:17])[S:4][C@@H:5]2[C:17]([O:31][CH3:30])([O:35][C:36]3[CH:39]=[CH:7][CH:2]=[CH:1][CH:37]=3)[C:16](=[O:29])[N:6]2[C:7]=1[C:8]([O:10][CH2:11][C:12]([Cl:13])([Cl:14])[Cl:15])=[O:9]. Reactants: CC=1CS[C@H]2N(C1C(=O)OCC(Cl)(Cl)Cl)C(C2NC(COC2=CC=CC=C2)=O)=O (2,2,2-trichloroethyl 3-methyl-7-phenoxyacetamido-3-cephem-4-carboxylate), CO (methanol), C[Li] (methyl lithium), ClOC(C)(C)C (t-butyl hypochlorite). Run in O1CCCC1 (tetrahydrofuran). Reported procedure: According to the procedure described by Example 4, 479 mg. of 2,2,2-trichloroethyl 3-methyl-7-phenoxyacetamido-3-cephem-4-carboxylate was reacted with methanol, methyl lithium and t-butyl hypochlorite in anhydrous tetrahydrofuran at -80° C. to provide 2,2,2-trichloroethyl 3-methyl-7-methoxy-7-phenoxy-acetamido-3-cephem-4-carboxylate. Starting materials: [BH4-], CCO, COc1ccc(F)cc1C=O, [Na+]. The product is COc1ccc(F)cc1CO. Reaction SMILES: [BH4-:1].[CH3:14][CH2:15][OH:16].[F:3][c:4]1[cH:5][cH:6][c:7]([O:12][CH3:13])[c:8]([CH:9]=[O:10])[cH:11]1.[Na+:2]>>[F:3][c:4]1[cH:5][cH:6][c:7]([O:12][CH3:13])[c:8]([CH2:9][OH:10])[cH:11]1.